Dataset: the Open Reaction Database (ORD), a public repository of structured organic reaction records. Task: describe an organic reaction: reactants, conditions, products, and yield The reactants are C(C1=CC=CC=C1)OCCCONC1=C(C(=NC(=N1)NC=O)Cl)NC=O (6-(3-Benzyloxyprop-1-oxyamino)-4-chloro-2,5-diformamido pyrimidine). Solvent: C(C)(=O)OC(OCC)OCC (diethoxymethyl acetate). Reaction conditions: temperature 20 celsius, time 30 minute. Yields the product C(C1=CC=CC=C1)OCCCON1C2=NC(=NC(=C2N=C1)Cl)NC=O (9(3-Benzyloxyprop-1-oxy)-6-chloro-2-formamidopurine). Yield: 96.1%. Reaction SMILES: [CH2:1]([O:8][CH2:9][CH2:10][CH2:11][O:12][NH:13][C:14]1[N:19]=[C:18]([NH:20][CH:21]=[O:22])[N:17]=[C:16]([Cl:23])[C:15]=1[NH:24][CH:25]=O)[C:2]1[CH:7]=[CH:6][CH:5]=[CH:4][CH:3]=1>C(OC(OCC)OCC)(=O)C>[CH2:1]([O:8][CH2:9][CH2:10][CH2:11][O:12][N:13]1[CH:25]=[N:24][C:15]2[C:14]1=[N:19][C:18]([NH:20][CH:21]=[O:22])=[N:17][C:16]=2[Cl:23])[C:2]1[CH:7]=[CH:6][CH:5]=[CH:4][CH:3]=1. Reported procedure: 6-(3-Benzyloxyprop-1-oxyamino)-4-chloro-2,5-diformamido pyrimidine (4.3 g, 11.3 mmol) in diethoxymethyl acetate (40 ml) was heated at 120° C. for 2.5 hours. The mixture was then cooled and evaporated to a syrup. The residue was dissolved in methanol (40 ml) and concentrated aqueous ammonia (5 ml). The solution was then stirred for 30 minutes at 20° C., evaporated under reduced pressure and the residue co-evaporated with methanol. Column chromatography on silica gel (eluted with chloroform-methan... The reactants are 21.04, ClC=1C=C(C=CC1F)NC=1C2=C(N=CN1)C=NC(=N2)N2CCC(CC2)NC (4-[(3-Chloro-4-fluorophenyl)amino]-6-[4-methylamino-1-piperidinyl]pyrimido[5,4-d]pyrimidine), CS(=O)(=O)Cl (methanesulphonyl chloride), petroleum ether ethyl acetate methanol. Solvent: C(C)N(CC)CC (triethylamine). Yields the product ClC=1C=C(C=CC1F)NC=1C2=C(N=CN1)C=NC(=N2)N2CCC(CC2)N(S(=O)(=O)C)C (4-[(3-Chloro-4-fluorophenyl)amino]-6-[4-(N-methyl-N-methylsulphonylamino)-1-piperidinyl]pyrimido[5,4-d]pyrimidine). Reaction SMILES: [Cl:1][C:2]1[CH:3]=[C:4]([NH:9][C:10]2[C:11]3[N:19]=[C:18]([N:20]4[CH2:25][CH2:24][CH:23]([NH:26][CH3:27])[CH2:22][CH2:21]4)[N:17]=[CH:16][C:12]=3[N:13]=[CH:14][N:15]=2)[CH:5]=[CH:6][C:7]=1[F:8].[CH3:28][S:29](Cl)(=[O:31])=[O:30]>C(N(CC)CC)C>[Cl:1][C:2]1[CH:3]=[C:4]([NH:9][C:10]2[C:11]3[N:19]=[C:18]([N:20]4[CH2:21][CH2:22][CH:23]([N:26]([CH3:27])[S:29]([CH3:28])(=[O:31])=[O:30])[CH2:24][CH2:25]4)[N:17]=[CH:16][C:12]=3[N:13]=[CH:14][N:15]=2)[CH:5]=[CH:6][C:7]=1[F:8]. Reported procedure: Prepared from Compound 153 in Example 1 by reaction with methanesulphonyl chloride and triethylamine. Melting point: 225°-227° C.; Rf : 0.53 (alumina; petroleum ether/ethyl acetate/methanol=10:10:1); Calculated: C 48.97 H 4.54 N 21.04; Found: 49.07 4.59 20.75 The reactants are CC(C)(CCOCc1ccccc1)CC(CN1C(=O)c2ccccc2C1=O)NC(=O)OC(C)(C)C, C1CCOC1, CCOCC, CCO, NN. The product is CC(C)(CCOCc1ccccc1)CC(CN)NC(=O)OC(C)(C)C. Reaction SMILES: [C:3]([CH3:4])([CH3:5])([CH3:6])[O:7][C:8]([NH:9][CH:10]([CH2:11][C:12]([CH2:13][CH2:14][O:15][CH2:16][c:17]1[cH:18][cH:19][cH:20][cH:21][cH:22]1)([CH3:23])[CH3:24])[CH2:25][N:26]1[C:27](=[O:28])[c:29]2[c:30]([cH:31][cH:32][cH:33][cH:34]2)[C:35]1=[O:36])=[O:37].[CH2:43]1[O:44][CH2:45][CH2:46][CH2:47]1.[CH3:38][CH2:39][O:40][CH2:41][CH3:42].[CH3:48][CH2:49][OH:50].[NH2:1][NH2:2]>>[C:3]([CH3:4])([CH3:5])([CH3:6])[O:7][C:8]([NH:9][CH:10]([CH2:11][C:12]([CH2:13][CH2:14][O:15][CH2:16][c:17]1[cH:18][cH:19][cH:20][cH:21][cH:22]1)([CH3:23])[CH3:24])[CH2:25][NH2:26])=[O:37]. Reactants: C(C)(C)(C)OC(=O)N1CC(C1)=CC#N (tert-butyl-3-(cyanomethylene)azetidine-1-carboxylate), N1C=C(C=C1)C=1C2=C(N=CN1)N(C=C2)COCC[Si](C)(C)C (4-(1H-pyrrol-3-yl)-7-{[2-(trimethylsilyl)ethoxy]methyl}-7H-pyrrolo[2,3-d]pyrimidine), N12CCCCCC2=NCCC1 (1,8-Diazabicyclo[5.4.0]undec-7-ene). Run in C(C)#N (acetonitrile). Yields the product C(#N)CC1(CN(C1)C(=O)OC(C)(C)C)N1C=C(C=C1)C=1C2=C(N=CN1)N(C=C2)COCC[Si](C)(C)C (tert-butyl 3-(cyanomethyl)-3-[3-(7-{[2-(trimethylsilyl)ethoxy]methyl}-7H-pyrrolo[2,3-d]pyrimidin-4-yl)-1H-pyrrol-1-yl]azetidine-1-carboxylate). The yield is 82.8%. As a reaction SMILES: [C:1]([O:5][C:6]([N:8]1[CH2:11][C:10](=[CH:12][C:13]#[N:14])[CH2:9]1)=[O:7])([CH3:4])([CH3:3])[CH3:2].[NH:15]1[CH:19]=[CH:18][C:17]([C:20]2[C:21]3[CH:28]=[CH:27][N:26]([CH2:29][O:30][CH2:31][CH2:32][Si:33]([CH3:36])([CH3:35])[CH3:34])[C:22]=3[N:23]=[CH:24][N:25]=2)=[CH:16]1.N12CCCN=C1CCCCC2>C(#N)C>[C:13]([CH2:12][C:10]1([N:15]2[CH:19]=[CH:18][C:17]([C:20]3[C:21]4[CH:28]=[CH:27][N:26]([CH2:29][O:30][CH2:31][CH2:32][Si:33]([CH3:36])([CH3:35])[CH3:34])[C:22]=4[N:23]=[CH:24][N:25]=3)=[CH:16]2)[CH2:11][N:8]([C:6]([O:5][C:1]([CH3:4])([CH3:2])[CH3:3])=[O:7])[CH2:9]1)#[N:14]. Procedure: A 100 mL round bottom flask fitted with overhead stirring, septa and nitrogen inlet was charged with tert-butyl-3-(cyanomethylene)azetidine-1-carboxylate (1.8 g, 9.5 mmol), 4-(1H-pyrrol-3-yl)-7-{[2-(trimethylsilyl)ethoxy]methyl}-7H-pyrrolo[2,3-d]pyrimidine (3.0 g, 9.5 mmol) and acetonitrile (60 mL). The resulting solution was heterogeneous. 1,8-Diazabicyclo[5.4.0]undec-7-ene (1.4 mL, 9.5 mmol) was added portionwise via a syringe over 3 minutes at room temperature. The solution slowly becomes hom... Reaction SMILES: [NH2:1][C:2]1[C:11]2[O:10][CH2:9][CH2:8][CH2:7][C:6]=2[C:5]([Cl:12])=[CH:4][C:3]=1[F:13].Cl[C:15](OC(Cl)(Cl)Cl)=[O:16]>C1(C)C=CC=CC=1>[Cl:12][C:5]1[C:6]2[CH2:7][CH2:8][CH2:9][O:10][C:11]=2[C:2]([N:1]=[C:15]=[O:16])=[C:3]([F:13])[CH:4]=1. Procedure: By the method of Example 1, Step F, 2.2 grams (0.011 mole) of 8-amino-5-chloro-3,4-dihydro-7-fluoro-2H-1-benzopyran and 2.2 grams (0.011 mole) of trichloromethyl chloroformate were reacted in 50 mL of toluene, yielding about 2.5 grams of 5-chloro-3,4-dihydro-7-fluoro-2H-1-benzopyran-8-yl isocyanate. The product was taken to the next step without further characterization. Product: ClC1=CC(=C(C2=C1CCCO2)N=C=O)F (5-chloro-3,4-dihydro-7-fluoro-2H-1-benzopyran-8-yl isocyanate). The solvent is C1(=CC=CC=C1)C (toluene). Isolated yield 99.8%. The reactants are NC1=C(C=C(C=2CCCOC21)Cl)F (8-amino-5-chloro-3,4-dihydro-7-fluoro-2H-1-benzopyran), ClC(=O)OC(Cl)(Cl)Cl (trichloromethyl chloroformate). Isolated yield 69.7%. Reaction SMILES: [N+]([O-])(O)=O.[N+:5]([C:8]1[CH:9]=[C:10]([NH:14][C:15]([NH2:17])=[NH:16])[CH:11]=[CH:12][CH:13]=1)([O-:7])=[O:6].CN(C)[CH:20]=[CH:21][C:22]([C:24]1[CH:25]=[N:26][CH:27]=[CH:28][CH:29]=1)=O>>[N+:5]([C:8]1[CH:9]=[C:10]([NH:14][C:15]2[N:17]=[C:22]([C:24]3[CH:25]=[N:26][CH:27]=[CH:28][CH:29]=3)[CH:21]=[CH:20][N:16]=2)[CH:11]=[CH:12][CH:13]=1)([O-:7])=[O:6] |f:0.1|. The reactants are [N+](=O)(O)[O-].[N+](=O)([O-])C=1C=C(C=CC1)NC(=N)N (3-Nitrophenyl-guanidine nitrate), CN(C=CC(=O)C=1C=NC=CC1)C (3-dimethylamino-1-(3-pyridyl)-2-propen-1-one). The product is [N+](=O)([O-])C=1C=C(C=CC1)NC1=NC=CC(=N1)C=1C=NC=CC1 (N-(3-nitrophenyl)-4-(3-pyridyl)-2-pyrimidine-amine). Procedure details: 3-Nitrophenyl-guanidine nitrate (28 g, 0.12 mol) and 3-dimethylamino-1-(3-pyridyl)-2-propen-1-one (16.9 g, 0.09 mol) were reacted according to the same procedure as Step 1.3 of Preparation 1 to give N-(3-nitrophenyl)-4-(3-pyridyl)-2-pyrimidine-amine (18.4 g).